This data is from the Open Reaction Database (ORD), a public repository of structured organic reaction records. The task is: describe an organic reaction: reactants, conditions, products, and yield The reactants are COC1=NC=C(C(=N1)OC)B(O)O (2,4-dimethoxypyrimidine-5-boronic acid), COC1=NC=C(C(=N1)OC)B(O)O (2,4-dimethoxypyrimidine-5-boronic acid), OC(C)(C)C(C)(C)O (Pinacol), COC1=NC=C(C(=N1)OC)B(O)O (2,4-dimethoxypyrimidine-5-boronic acid). Solvent: O1CCCC1 (tetrahydrofuran). Run at time 1.5 hour. Product: COC1=NC=C(C(=N1)OC)B1OC(C(O1)(C)C)(C)C (2,4-Dimethoxy-5-(4,4,5,5-tetramethyl-[1,3,2]dioxaborolan-2-yl)-pyrimidine), solid. The yield is 79.0%. RXN SMILES: [CH3:1][O:2][C:3]1[N:8]=[C:7]([O:9][CH3:10])[C:6]([B:11]([OH:13])[OH:12])=[CH:5][N:4]=1.O[C:15]([C:18](O)([CH3:20])[CH3:19])([CH3:17])[CH3:16]>O1CCCC1>[CH3:1][O:2][C:3]1[N:8]=[C:7]([O:9][CH3:10])[C:6]([B:11]2[O:12][C:18]([CH3:20])([CH3:19])[C:15]([CH3:17])([CH3:16])[O:13]2)=[CH:5][N:4]=1. Procedure: To a 100 mL round-bottomed flask charged with 4 Å molecular sieves (approximately 1 g) was added the 2,4-dimethoxypyrimidine-5-boronic acid (5.34 g, 29.0 mmol) and anhydrous tetrahydrofuran (25 mL). The pinocol (2.98 g, 25.3 mmol) was added and the reaction stirred at room temperature for 1.5 hours. Additional 2,4-dimethoxypyrimidine-5-boronic acid (662.2 mg, 3.6 mmol) was added and the reaction stirred overnight. Molecular sieves and 2,4-dimethoxypyrimidine-5-boronic acid (1.53 g, 8.3 mmol) wer...